Dataset: the Open Reaction Database (ORD), a public repository of structured organic reaction records. Task: describe an organic reaction: reactants, conditions, products, and yield Reactants: C1(=CC=CC=C1)\C=C\C1=CC=CC=C1 (Trans-Stilbene). Reagents/catalysts: [Pd] (Pd). Run in C1CCOC1 (THF). Conditions: temperature 25 celsius, time 2 hour. Yields the product C1(=CC=CC=C1)CCC1=CC=CC=C1 (1,2-diphenylethane), C1(=CC=CC=C1)\C=C\C1=CC=CC=C1 (trans-Stilbene). As a reaction SMILES: [C:1]1(/[CH:7]=[CH:8]/[C:9]2[CH:14]=[CH:13][CH:12]=[CH:11][CH:10]=2)[CH:6]=[CH:5][CH:4]=[CH:3][CH:2]=1>C1COCC1.[Pd]>[C:1]1([CH2:7][CH2:8][C:9]2[CH:10]=[CH:11][CH:12]=[CH:13][CH:14]=2)[CH:6]=[CH:5][CH:4]=[CH:3][CH:2]=1.[C:1]1(/[CH:7]=[CH:8]/[C:9]2[CH:10]=[CH:11][CH:12]=[CH:13][CH:14]=2)[CH:6]=[CH:5][CH:4]=[CH:3][CH:2]=1. Reported procedure: Trans-Stilbene (180 mg, 1 mmol) and the catalyst (10.3 mg, 0.2 mol % Pd) were mixed in THF (9 ml). The mixture was stirred for 2 h at 25° C. under a H2 ballon. 1,2-diphenylethane was formed with 100% conversion of trans-Stilbene. Product was determined by gas chromatography. Starting materials: Cl.NCCCC(=O)OCC (ethyl 4-aminobutyrate hydrochloride), [OH-].[Na+] (sodium hydroxide), [N+](=O)([O-])C=1C=CC2=C(OC(C3C2O3)(C)C)C1 (7-Nitro-3,4-dihydro-2,2-dimethyl-3,4-epoxy-2H-benzo[b]pyran). The solvent is C(C)O (ethanol). Yields the product [N+](=O)([O-])C=1C=CC2=C(OC([C@H]([C@@H]2NCCCC(=O)OCC)O)(C)C)C1 (7-Nitro-3,4-dihydro-2,2-dimethyl-trans-4-(3-carbethoxypropylamino)-2H-benzo[b]pyran-3-ol). As a reaction SMILES: [N+:1]([C:4]1[CH:5]=[CH:6][C:7]2[CH:12]3[O:13][CH:11]3[C:10]([CH3:15])([CH3:14])[O:9][C:8]=2[CH:16]=1)([O-:3])=[O:2].Cl.[NH2:18][CH2:19][CH2:20][CH2:21][C:22]([O:24][CH2:25][CH3:26])=[O:23].[OH-].[Na+]>C(O)C>[N+:1]([C:4]1[CH:5]=[CH:6][C:7]2[C@@H:12]([NH:18][CH2:19][CH2:20][CH2:21][C:22]([O:24][CH2:25][CH3:26])=[O:23])[C@H:11]([OH:13])[C:10]([CH3:15])([CH3:14])[O:9][C:8]=2[CH:16]=1)([O-:3])=[O:2] |f:1.2,3.4|. Reported procedure: 7-Nitro-3,4-dihydro-2,2-dimethyl-3,4-epoxy-2H-benzo[b]pyran (0.48 g, the preparation of which is described in Example 3 of U.K. Pat. No. 1,548,221), ethyl 4-aminobutyrate hydrochloride (0.34 g) and sodium hydroxide pellets (0.08 g) were refluxed in ethanol (50 ml) for 12 hours. Filtration and evaporation and chromatography on a chromatotron (2 mm silica gel HF254, gradient elution with pentane-ethyl acetate) gave recovered epoxide (0.20 g) and trans-4-(3-carbethoxypropylamino)-7-nitro-2,2-dimeth... The reactants are C[O-].[Na+] (sodium methoxide), CO (methanol), [Na] (sodium), ClC1=CC=CC(=N1)C(OC1=CC=CC=C1)OC1=CC=CC=C1 (6-chloro-2-(diphenoxymethyl)pyridine), CS(=O)C (dimethylsulfoxide), ice. Run at temperature 13 celsius. Yields the product CSC1=CC=CC(=N1)C(OC1=CC=CC=C1)OC1=CC=CC=C1 (6-Methylthio-2-(diphenoxymethyl)pyridine). Reaction SMILES: C[O-].[Na+].CO.[Na].Cl[C:8]1[N:13]=[C:12]([CH:14]([O:22][C:23]2[CH:28]=[CH:27][CH:26]=[CH:25][CH:24]=2)[O:15][C:16]2[CH:21]=[CH:20][CH:19]=[CH:18][CH:17]=2)[CH:11]=[CH:10][CH:9]=1.[CH3:29][S:30](C)=O>>[CH3:29][S:30][C:8]1[N:13]=[C:12]([CH:14]([O:22][C:23]2[CH:28]=[CH:27][CH:26]=[CH:25][CH:24]=2)[O:15][C:16]2[CH:21]=[CH:20][CH:19]=[CH:18][CH:17]=2)[CH:11]=[CH:10][CH:9]=1 |f:0.1,^1:5|. Procedure: To a mixture of sodium methoxide (made from 100 ml (2.47 m) of methanol and 1.50 g (0.652 m) of sodium metal) which had been cooled to 13° C. was added 7.0 ml (0.126 m) of methylmercaptain. The mixture was allowed to warm to room temperature and then 20.0 g of 6-chloro-2-(diphenoxymethyl)pyridine and 150 ml of dimethylsulfoxide was added thereto. The mixture was heated to 90° C. and after 4 days at this temperature, the reaction mixture was cooled to room temperature and poured into 300 ml of ic... The reactants are [N+](=O)([O-])C(C)(C(CC)O)C (2-nitro-2-methyl-3-pentanol), S(O)(O)(=O)=O (sulfuric acid), [N+](=O)(O)[O-] (nitric acid). Run in ice water. Yields the product [N+](=O)(OC(C(C)([N+](=O)[O-])C)CC)[O-] (2-Methyl-2-Nitro-3-Pentyl Nitrate). Reaction SMILES: [N+:1]([C:4]([CH3:10])([CH:6]([OH:9])[CH2:7][CH3:8])[CH3:5])([O-:3])=[O:2].S(=O)(=O)(O)O.[N+:16]([O-])([OH:18])=[O:17]>>[N+:16]([O-:18])([O:9][CH:6]([CH2:7][CH3:8])[C:4]([CH3:10])([N+:1]([O-:3])=[O:2])[CH3:5])=[O:17]. Procedure: 2-nitro-2-methyl-3-pentanol, 20 grams, was added to a mixture of 120 ml of concentrated sulfuric acid and 40 grams of 90% nitric acid over a 30-minute period at 6°-9° C. After 1/2 hour the acid solution was added to 800 ml of ice water. The reactants are C1CCOC1, CI, CCCCCC, COC(=O)c1[nH]c2ccccc2c1Oc1ccccc1[N+](=O)[O-], [H-], [Na+], O. Product: COC(=O)c1c(Oc2ccccc2[N+](=O)[O-])c2ccccc2n1C. RXN SMILES: [CH2:35]1[O:36][CH2:37][CH2:38][CH2:39]1.[CH3:26][I:27].[CH3:29][CH2:30][CH2:31][CH2:32][CH2:33][CH3:34].[CH3:3][O:4][C:5](=[O:6])[c:7]1[nH:8][c:9]2[cH:10][cH:11][cH:12][cH:13][c:14]2[c:15]1[O:16][c:17]1[c:18]([N+:23](=[O:24])[O-:25])[cH:19][cH:20][cH:21][cH:22]1.[H-:1].[Na+:2].[OH2:28]>>[CH3:3][O:4][C:5](=[O:6])[c:7]1[n:8]([CH3:26])[c:9]2[cH:10][cH:11][cH:12][cH:13][c:14]2[c:15]1[O:16][c:17]1[c:18]([N+:23](=[O:24])[O-:25])[cH:19][cH:20][cH:21][cH:22]1. The reactants are CO, COc1cc(OCC2CCCN2C(=O)OC(C)(C)C)c2c(Nc3ccc(F)c(Cl)c3)ncnc2c1, N, O=C(O)C(F)(F)F. The product is COc1cc(OCC2CCCN2)c2c(Nc3ccc(F)c(Cl)c3)ncnc2c1. As a reaction SMILES: [CH3:44][OH:45].[Cl:8][c:9]1[cH:10][c:11]([NH:12][c:13]2[n:14][cH:15][n:16][c:17]3[cH:18][c:19]([O:37][CH3:38])[cH:20][c:21]([O:23][CH2:24][CH:25]4[N:26]([C:30]([O:31][C:32]([CH3:33])([CH3:34])[CH3:35])=[O:36])[CH2:27][CH2:28][CH2:29]4)[c:22]23)[cH:39][cH:40][c:41]1[F:42].[NH3:43].[OH:1][C:2]([C:3]([F:4])([F:5])[F:6])=[O:7]>>[Cl:8][c:9]1[cH:10][c:11]([NH:12][c:13]2[n:14][cH:15][n:16][c:17]3[cH:18][c:19]([O:37][CH3:38])[cH:20][c:21]([O:23][CH2:24][CH:25]4[NH:26][CH2:27][CH2:28][CH2:29]4)[c:22]23)[cH:39][cH:40][c:41]1[F:42]. Reactants: N(CCO)CCO (diethanolamine), CC1=CC=C(CCl)C=C1 (4-methylbenzyl chloride). Yields the product OCCN(CCO)CC1=CC=C(C=C1)C (2-[(2-Hydroxy-ethyl)-(4-methyl-benzyl)-amino]-ethanol). RXN SMILES: [NH:1]([CH2:5][CH2:6][OH:7])[CH2:2][CH2:3][OH:4].[CH3:8][C:9]1[CH:16]=[CH:15][C:12]([CH2:13]Cl)=[CH:11][CH:10]=1>>[OH:4][CH2:3][CH2:2][N:1]([CH2:8][C:9]1[CH:16]=[CH:15][C:12]([CH3:13])=[CH:11][CH:10]=1)[CH2:5][CH2:6][OH:7]. Reported procedure: 2-[(2-Hydroxy-ethyl)-(4-methyl-benzyl)-amino]-ethanol was prepared according to the general method as outlined in example 83. Starting from diethanolamine (4.8 g, 46 mmol) and 4-methylbenzyl chloride (8.5 g, 46 mmol). Yield 9.8 g (99%); MS: 209.9 (M+H)+.